The task is: describe an organic reaction: reactants, conditions, products, and yield. This data is from the Open Reaction Database (ORD), a public repository of structured organic reaction records. Reactants: N1(CCCCC1)CC1=CC(=NC=C1)OC\C=C/CN (4-(4-piperidinomethyl-2-pyridyloxy) -cis-2-butenylamine), CN1N=C(C(=C1C)C(=O)O)C (1,3,5-trimethyl-4-pyrazolecarboxylic acid). Product: CN1N=C(C(=C1C)C(=O)NC\C=C/COC1=NC=CC(=C1)CN1CCCCC1)C (1,3,5-Trimethyl-N-[4-(4-piperidinomethyl-2-pyridyloxy) -cis-2-butenyl]pyrazole-4-carboxamide). Yield: 69.0%. Reaction SMILES: [N:1]1([CH2:7][C:8]2[CH:13]=[CH:12][N:11]=[C:10]([O:14][CH2:15]/[CH:16]=[CH:17]\[CH2:18][NH2:19])[CH:9]=2)[CH2:6][CH2:5][CH2:4][CH2:3][CH2:2]1.[CH3:20][N:21]1[C:25]([CH3:26])=[C:24]([C:27](O)=[O:28])[C:23]([CH3:30])=[N:22]1>>[CH3:20][N:21]1[C:25]([CH3:26])=[C:24]([C:27]([NH:19][CH2:18]/[CH:17]=[CH:16]\[CH2:15][O:14][C:10]2[CH:9]=[C:8]([CH2:7][N:1]3[CH2:6][CH2:5][CH2:4][CH2:3][CH2:2]3)[CH:13]=[CH:12][N:11]=2)=[O:28])[C:23]([CH3:30])=[N:22]1. Procedure: Following a procedure similar to that described in Example 13, but using 4-(4-piperidinomethyl-2-pyridyloxy) -cis-2-butenylamine and 1,3,5-trimethyl-4-pyrazolecarboxylic acid as starting materials, in relative proportions similar to those used in that Example, the title compound was obtained as a white powder, melting at 75°-77° C., in a 69% yield. Starting materials: Cl.C1(CC1)COC1=C(C=CC(=C1)OC)C=1C2=C(N=CN1)C(=C(N2)C)C(=O)NC2CCNCC2 (4-[2-(cyclopropylmethoxy)-4-methoxyphenyl]-6-methyl-N-piperidin-4-yl-5H-pyrrolo[3,2-d]pyrimidine-7-carboxamide hydrochloride), C(C)(=O)Cl (acetyl chloride). Yields the product C(C)(=O)N1CCC(CC1)NC(=O)C1=C(NC2=C1N=CN=C2C2=C(C=C(C=C2)OC)OCC2CC2)C (N-(1-acetylpiperidin-4-yl)-4-[2-(cyclopropylmethoxy)-4-methoxyphenyl]-6-methyl-5H-pyrrolo[3,2-d]pyrimidine-7-carboxamide). Reaction SMILES: Cl.[CH:2]1([CH2:5][O:6][C:7]2[CH:12]=[C:11]([O:13][CH3:14])[CH:10]=[CH:9][C:8]=2[C:15]2[C:16]3[NH:23][C:22]([CH3:24])=[C:21]([C:25]([NH:27][CH:28]4[CH2:33][CH2:32][NH:31][CH2:30][CH2:29]4)=[O:26])[C:17]=3[N:18]=[CH:19][N:20]=2)[CH2:4][CH2:3]1.[C:34](Cl)(=[O:36])[CH3:35]>>[C:34]([N:31]1[CH2:30][CH2:29][CH:28]([NH:27][C:25]([C:21]2[C:17]3[N:18]=[CH:19][N:20]=[C:15]([C:8]4[CH:9]=[CH:10][C:11]([O:13][CH3:14])=[CH:12][C:7]=4[O:6][CH2:5][CH:2]4[CH2:4][CH2:3]4)[C:16]=3[NH:23][C:22]=2[CH3:24])=[O:26])[CH2:33][CH2:32]1)(=[O:36])[CH3:35] |f:0.1|. Reported procedure: Starting from 4-[2-(cyclopropylmethoxy)-4-methoxyphenyl]-6-methyl-N-piperidin-4-yl-5H-pyrrolo[3,2-d]pyrimidine-7-carboxamide hydrochloride (example D.f18) and commercially acetyl chloride the title compound is obtained as colorless solid.